Dataset: the Open Reaction Database (ORD), a public repository of structured organic reaction records. Task: describe an organic reaction: reactants, conditions, products, and yield Reactants: ClC1=C2C=CC(=NC2=NC=C1)C (5-Chloro-2-methyl-[1,8]naphthyridine), COC1=CC=C(C=C1)SC1=C(C=C(C=C1)C)N (2-(4-Methoxy-phenylsulfanyl)-5-methyl-phenylamine). Yields the product COC1=CC=C(C=C1)SC1=C(C=C(C=C1)C)NC1=CC=NC2=NC(=CC=C12)C ([2-(4-Methoxy-phenylsulfanyl)-5-methyl-phenyl]-(7-methyl-[1,8]naphthyridin-4-yl)-amine). RXN SMILES: Cl[C:2]1[CH:11]=[CH:10][N:9]=[C:8]2[C:3]=1[CH:4]=[CH:5][C:6]([CH3:12])=[N:7]2.[CH3:13][O:14][C:15]1[CH:20]=[CH:19][C:18]([S:21][C:22]2[CH:27]=[CH:26][C:25]([CH3:28])=[CH:24][C:23]=2[NH2:29])=[CH:17][CH:16]=1>>[CH3:13][O:14][C:15]1[CH:16]=[CH:17][C:18]([S:21][C:22]2[CH:27]=[CH:26][C:25]([CH3:28])=[CH:24][C:23]=2[NH:29][C:2]2[C:3]3[C:8](=[N:7][C:6]([CH3:12])=[CH:5][CH:4]=3)[N:9]=[CH:10][CH:11]=2)=[CH:19][CH:20]=1. Reported procedure: The product from Example 1d (167 mg, 0.94 mmol) was reacted with the product from Example 50b (245 mg, 0.94 mmol) for 48 h following the procedure from Example 1g giving the crude title compound which was purified by HPLC with TFA providing the trifluoroacetic acid salt (325 mg, 70%). 1H NMR (300 MHz, DMSO-d6) δ ppm: 2.35 (s, 3H) 2.77 (s, 3H) 3.73 (s, 3H) 6.26 (d, J=6.99 Hz, 1H) 6.85 (d, J=8.82 Hz, 2H) 7.11 (d, J=7.72 Hz, 1H) 7.26 (d, J=8.82 Hz, 2H) 7.31 (s, 1H) 7.80 (d, J=8.46 Hz, 1H) 8.41 (d, ... Reactants: CO, CCOCC(Oc1ncnc2c1cnn2-c1ncc(Cl)cc1C(F)(F)F)C(=O)OC, [H][H]. The product is CCOCC(Oc1ncnc2c1cnn2-c1ncccc1C(F)(F)F)C(=O)OC. RXN SMILES: [CH3:33][OH:34].[Cl:1][c:2]1[cH:3][c:4]([C:27]([F:28])([F:29])[F:30])[c:5](-[n:8]2[n:9][cH:10][c:11]3[c:12]2[n:13][cH:14][n:15][c:16]3[O:17][CH:18]([C:19](=[O:20])[O:21][CH3:22])[CH2:23][O:24][CH2:25][CH3:26])[n:6][cH:7]1.[H:31][H:32]>>[cH:2]1[cH:3][c:4]([C:27]([F:28])([F:29])[F:30])[c:5](-[n:8]2[n:9][cH:10][c:11]3[c:12]2[n:13][cH:14][n:15][c:16]3[O:17][CH:18]([C:19](=[O:20])[O:21][CH3:22])[CH2:23][O:24][CH2:25][CH3:26])[n:6][cH:7]1. Reactants: CN(CC(NC(=O)OC(C)(C)C)C(O)C1CCCC1)C(=O)OCC[Si](C)(C)C, Cc1ccc(S(=O)(=O)O)cc1, CCO, CCOCC. Yields the product CN(CC(N)C(O)C1CCCC1)C(=O)OCC[Si](C)(C)C. Reaction SMILES: [C:12]([O:13][C:14](=[O:15])[NH:19][CH:20]([CH:21]([OH:22])[CH:23]1[CH2:24][CH2:25][CH2:26][CH2:27]1)[CH2:28][N:29]([C:30](=[O:31])[O:32][CH2:33][CH2:34][Si:35]([CH3:36])([CH3:37])[CH3:38])[CH3:39])([CH3:16])([CH3:17])[CH3:18].[CH3:1][c:2]1[cH:3][cH:4][c:5]([S:6]([OH:7])(=[O:8])=[O:9])[cH:10][cH:11]1.[CH3:40][CH2:41][OH:42].[CH3:43][CH2:44][O:45][CH2:46][CH3:47]>>[NH2:19][CH:20]([CH:21]([OH:22])[CH:23]1[CH2:24][CH2:25][CH2:26][CH2:27]1)[CH2:28][N:29]([C:30](=[O:31])[O:32][CH2:33][CH2:34][Si:35]([CH3:36])([CH3:37])[CH3:38])[CH3:39]. The reactants are C(C)(=O)NC1=C2C(CCSC2=C(C=C1)N)=O (5-acetylamino-8-amino-4-thiochromanone), N(=O)[O-].[Na+] (sodium nitrite), Cl (hydrochloric acid), Cl (hydrochloric acid). The reagents and catalysts are [Cu]Cl (copper (I) chloride). Run in O (water), O (water). Reaction conditions: temperature 0 celsius, time 8 hour. Yields the product C(C)(=O)NC1=C2C(CCSC2=C(C=C1)Cl)=O (5-Acetylamino-8-chloro-4-thiochromanone). Reaction SMILES: [C:1]([NH:4][C:5]1[CH:14]=[CH:13][C:12](N)=[C:11]2[C:6]=1[C:7](=[O:16])[CH2:8][CH2:9][S:10]2)(=[O:3])[CH3:2].N([O-])=O.[Na+].[ClH:21]>O.[Cu]Cl>[C:1]([NH:4][C:5]1[CH:14]=[CH:13][C:12]([Cl:21])=[C:11]2[C:6]=1[C:7](=[O:16])[CH2:8][CH2:9][S:10]2)(=[O:3])[CH3:2] |f:1.2|. Reported procedure: Into a solution of 500 mg of 5-acetylamino-8-amino-4-thiochromanone (described in Japanese Patent Laid-open (ko-kai) 279891/1989) suspended in a mixed solvent of 12 ml of concentrated hydrochloric acid and 3 ml of water cooled to 0° C. was slowly dropped a solution of 153 mg of sodium nitrite in 2 ml of water. The mixture was stirred for 5 minutes, whereupon a solution of copper (I) chloride in 3 ml of concentrated hydrochloric acid was added to it at 0° C. The mixture was allowed to stand at ro... Reactants: C(C)OC(CCCC(C1=CC(=C(C=C1)CCCCCCBr)CCC(=O)OCC)=O)=O (4-(6-bromohexyl)-3-(3-ethoxy-3-oxopropyl)-δ-oxobenzenepentanoic acid ethyl ester), OC1=C(C2=C(C(CCO2)=O)C=C1)CCC (2,3-dihydro-7-hydroxy-8-propyl-4H-1-benzopyran-4-one), C([O-])([O-])=O.[K+].[K+] (potassium carbonate). Solvent: CC(CC)=O (2-butanone). Reaction conditions: temperature 89 celsius. The product is C(C)OC(CCCC(C1=CC(=C(C=C1)CCCCCCOC1=C(C2=C(C(CCO2)=O)C=C1)CCC)CCC(=O)OCC)=O)=O (4-[6-[(3,4-Dihydro-4-oxo-8-propyl-2H-1-benzopyran-7-yl)oxy]hexyl]-3-(3-ethoxy-3-oxopropyl)-δ-oxobenzenepentanoic Acid Ethyl Ester). The yield is 91.5%. Reaction SMILES: [CH2:1]([O:3][C:4](=[O:30])[CH2:5][CH2:6][CH2:7][C:8](=[O:29])[C:9]1[CH:14]=[CH:13][C:12]([CH2:15][CH2:16][CH2:17][CH2:18][CH2:19][CH2:20]Br)=[C:11]([CH2:22][CH2:23][C:24]([O:26][CH2:27][CH3:28])=[O:25])[CH:10]=1)[CH3:2].[OH:31][C:32]1[CH:42]=[CH:41][C:35]2[C:36](=[O:40])[CH2:37][CH2:38][O:39][C:34]=2[C:33]=1[CH2:43][CH2:44][CH3:45].C(=O)([O-])[O-].[K+].[K+]>CC(=O)CC>[CH2:1]([O:3][C:4](=[O:30])[CH2:5][CH2:6][CH2:7][C:8](=[O:29])[C:9]1[CH:14]=[CH:13][C:12]([CH2:15][CH2:16][CH2:17][CH2:18][CH2:19][CH2:20][O:31][C:32]2[CH:42]=[CH:41][C:35]3[C:36](=[O:40])[CH2:37][CH2:38][O:39][C:34]=3[C:33]=2[CH2:43][CH2:44][CH3:45])=[C:11]([CH2:22][CH2:23][C:24]([O:26][CH2:27][CH3:28])=[O:25])[CH:10]=1)[CH3:2] |f:2.3.4|. Procedure details: A mixture of 0.43 g (0.89 mmol) of 4-(6-bromohexyl)-3-(3-ethoxy-3-oxopropyl)-δ-oxobenzenepentanoic acid ethyl ester from the preceding example, 0.188 g (0.91 mmol) of 2,3-dihydro-7-hydroxy-8-propyl-4H-1-benzopyran-4-one and 0.398 g (2.88 mmol) of anhydrous granular potassium carbonate in 10 mL of 2-butanone was stirred and heated at 89° C. for 19.3 hr. The mixture was filtered with suction and the solid was washed with ether and ethyl acetate. The filtrate was concentrated in vacuo and the crude... Reactants: C(CC=C)OCCCCCCCCCCCCCCCC (1-(3-butenyloxy)-hexadecane), ClC1=CC(=CC=C1)C(=O)OO (m-chloroperbenzoic acid). Solvent: C(Cl)Cl (methylene chloride). Run at time 72 hour. Product: C(CCCCCCCCCCCCCCC)OCCC1OC1 ([2-(Hexadecyloxy)ethyl]oxirane). The yield is 79.1%. As a reaction SMILES: [CH2:1]([O:5][CH2:6][CH2:7][CH2:8][CH2:9][CH2:10][CH2:11][CH2:12][CH2:13][CH2:14][CH2:15][CH2:16][CH2:17][CH2:18][CH2:19][CH2:20][CH3:21])[CH2:2][CH:3]=[CH2:4].ClC1C=CC=C(C(OO)=[O:30])C=1>C(Cl)Cl>[CH2:6]([O:5][CH2:1][CH2:2][CH:3]1[CH2:4][O:30]1)[CH2:7][CH2:8][CH2:9][CH2:10][CH2:11][CH2:12][CH2:13][CH2:14][CH2:15][CH2:16][CH2:17][CH2:18][CH2:19][CH2:20][CH3:21]. Reported procedure: To a solution of 100 g of 1-(3-butenyloxy)-hexadecane in 640 ml of methylene chloride was added portionwise 69 g of m-chloroperbenzoic acid. The mixture was stirred under argon for 72 hours and then the solvents were removed. The residue was dissolved in ether and washed with saturated aqueous sodium bicarbonate, dried and evaporated to an oil. This oil was distilled (140°-150° C., 0.05 mm Hg) giving 83.4 g of the desired compound as an oil. Reactants: N1C=NC(=C1)C=1C(=NOC1C)C1=CC=C(C=C1)F (4-(1H-imidazol-4-yl)-5-methyl-3-(4-fluorophenyl)-isoxazole), BrC1=CC=C(C=C1)B(O)O (4-bromophenylboronic acid). Product: BrC1=CC=C(C=C1)N1C=NC(=C1)C=1C(=NOC1C)C1=CC=C(C=C1)F (4-[1-(4-Bromo-phenyl)-1H-imidazol-4-yl]-3-(4-fluoro-phenyl)-5-methyl-isoxazole). Yield: 13.0%. As a reaction SMILES: [NH:1]1[CH:5]=[C:4]([C:6]2[C:7]([C:12]3[CH:17]=[CH:16][C:15]([F:18])=[CH:14][CH:13]=3)=[N:8][O:9][C:10]=2[CH3:11])[N:3]=[CH:2]1.[Br:19][C:20]1[CH:25]=[CH:24][C:23](B(O)O)=[CH:22][CH:21]=1>>[Br:19][C:20]1[CH:25]=[CH:24][C:23]([N:1]2[CH:5]=[C:4]([C:6]3[C:7]([C:12]4[CH:17]=[CH:16][C:15]([F:18])=[CH:14][CH:13]=4)=[N:8][O:9][C:10]=3[CH3:11])[N:3]=[CH:2]2)=[CH:22][CH:21]=1. Reported procedure: As described for Example 3, 4-(1H-imidazol-4-yl)-5-methyl-3-(4-fluorophenyl)-isoxazole (73 mg, 0.3 mmol) was converted, using 4-bromophenylboronic acid instead of 4-fluorophenylboronic acid, to the title compound (15 mg, 13%) which was obtained as an off-white solid. MS: m/e=399.6[M+H]+.